From a dataset of the Open Reaction Database (ORD), a public repository of structured organic reaction records. describe an organic reaction: reactants, conditions, products, and yield Reactants: BrC1=NC(=CC=C1)Br (2,6-dibromopyridine), [Na].N1N=CN=C1 (1,2,4-triazole sodium salt). The solvent is CS(=O)C (dimethylsulfoxide), O (water). Product: BrC1=NC(=CC=C1)N1N=CN=C1 (2-bromo-6-(1H-[1,2,4]triazol-1-yl)pyridine). Isolated yield 45.0%. As a reaction SMILES: [Br:1][C:2]1[CH:7]=[CH:6][CH:5]=[C:4](Br)[N:3]=1.[Na].[NH:10]1[CH:14]=[N:13][CH:12]=[N:11]1>CS(C)=O.O>[Br:1][C:2]1[CH:7]=[CH:6][CH:5]=[C:4]([N:10]2[CH:14]=[N:13][CH:12]=[N:11]2)[N:3]=1 |f:1.2,^1:8|. Reported procedure: A stirred solution of 2,6-dibromopyridine (2.0 g, 8.3 mmol) and 1,2,4-triazole sodium salt (1.0 g, 9.9 mmol) in dimethylsulfoxide (10 ml) was heated at 60° C. for 5 h. After cooling to ambient temperature the reaction was diluted with water and extracted into dichloromethane. Combined organic extracts were washed with water and saturated brine then dried over magnesium sulfate, filtered and evaporated in vacuo to give a solid. Purification by chromatography on silica gel eluting with dichloromet...